The task is: describe an organic reaction: reactants, conditions, products, and yield. This data is from the Open Reaction Database (ORD), a public repository of structured organic reaction records. Reactants: ClC1=C(C=C2C(=CNC2=C1)C=O)C=1C=NC(=NC1)N1CCOCC1 (6-chloro-5-[2-(morpholin-4-yl)pyrimidin-5-yl]-1H-indole-3-carbaldehyde), Cl(=O)[O-].[Na+] (sodium chlorite), O.O.OP(=O)(O)[O-].[Na+] (sodium phosphate monobasic dihydrate), CC(C)=CC (2-methyl-2-butene). Solvent: C(C)(C)(C)O (tert-butanol), C(C)#N (acetonitrile), O (water). Run at temperature 0 celsius, time 8 hour. Yields the product ClC1=C(C=C2C(=CNC2=C1)C(=O)O)C=1C=NC(=NC1)N1CCOCC1 (6-chloro-5-[2-(morpholin-4-yl)pyrimidin-5-yl]-1H-indole-3-carboxylic acid). The yield is 40.6%. As a reaction SMILES: [Cl:1][C:2]1[CH:10]=[C:9]2[C:5]([C:6]([CH:11]=[O:12])=[CH:7][NH:8]2)=[CH:4][C:3]=1[C:13]1[CH:14]=[N:15][C:16]([N:19]2[CH2:24][CH2:23][O:22][CH2:21][CH2:20]2)=[N:17][CH:18]=1.CC(=CC)C.Cl([O-])=[O:31].[Na+].O.O.OP([O-])(O)=O.[Na+]>C(#N)C.O.C(O)(C)(C)C>[Cl:1][C:2]1[CH:10]=[C:9]2[C:5]([C:6]([C:11]([OH:31])=[O:12])=[CH:7][NH:8]2)=[CH:4][C:3]=1[C:13]1[CH:14]=[N:15][C:16]([N:19]2[CH2:24][CH2:23][O:22][CH2:21][CH2:20]2)=[N:17][CH:18]=1 |f:2.3,4.5.6.7|. Reported procedure: 6-chloro-5-[2-(morpholin-4-yl)pyrimidin-5-yl]-1H-indole-3-carbaldehyde (159 mg, 0.464 mmol) was dissolved in acetonitrile (6 mL) and warm tert-butanol (6 mL) and treated with 2-methyl-2-butene. The reaction mixture was cooled to 0° C. and treated with a solution of sodium chlorite (630 mg, 9.27 mmol) and sodium phosphate monobasic dihydrate (1.45 g, 9.30 mmol) in water (5 mL) via addition funnel. The mixture was stirred at room temperature overnight. The reaction mixture was then concentrated in... Starting materials: NC1CCCC1, CN1CCN(c2cc(N3CCc4ccc(C(=O)O)cc4C3)nc(N)n2)CC1. The product is CN1CCN(c2cc(N3CCc4ccc(C(=O)NC5CCCC5)cc4C3)nc(N)n2)CC1. RXN SMILES: [CH:28]1([NH2:33])[CH2:29][CH2:30][CH2:31][CH2:32]1.[NH2:1][c:2]1[n:3][c:4]([N:21]2[CH2:22][CH2:23][N:24]([CH3:27])[CH2:25][CH2:26]2)[cH:5][c:6]([N:8]2[CH2:9][c:10]3[cH:11][c:12]([C:18](=[O:19])[OH:20])[cH:13][cH:14][c:15]3[CH2:16][CH2:17]2)[n:7]1>>[NH2:1][c:2]1[n:3][c:4]([N:21]2[CH2:22][CH2:23][N:24]([CH3:27])[CH2:25][CH2:26]2)[cH:5][c:6]([N:8]2[CH2:9][c:10]3[cH:11][c:12]([C:18](=[O:19])[NH:33][CH:28]4[CH2:29][CH2:30][CH2:31][CH2:32]4)[cH:13][cH:14][c:15]3[CH2:16][CH2:17]2)[n:7]1.